From a dataset of the Open Reaction Database (ORD), a public repository of structured organic reaction records. describe an organic reaction: reactants, conditions, products, and yield Reactants: CC1(C2C3C=CC(C2CCC1)C3)O (3-methyl-tricyclo[6.2.1.02,7 ]undec-9-en-3-ol). Reagents/catalysts: [Pd] (palladium on charcoal). The solvent is CO (methanol). The product is CC1(C2C3CCC(C2CCC1)C3)O (3-Methyl-tricyclo[6.2.1.02,7 ]undecan-3-ol). As a reaction SMILES: [CH3:1][C:2]1([OH:13])[CH2:11][CH2:10][CH2:9][CH:8]2[CH:3]1[CH:4]1[CH2:12][CH:7]2[CH:6]=[CH:5]1>CO.[Pd]>[CH3:1][C:2]1([OH:13])[CH2:11][CH2:10][CH2:9][CH:8]2[CH:3]1[CH:4]1[CH2:12][CH:7]2[CH2:6][CH2:5]1. Reported procedure: 25 g (0.140 mole) of 3-methyl-tricyclo[6.2.1.02,7 ]undec-9-en-3-ol--see Example 1--in 150 ml of methanol were hydrogenated under atmospheric pressure and at room temperature in the presence of 2.5 g of 10% palladium on charcoal. After filtration, evaporation and distillation (b.p. 60°-65°/0.1 Torr), 24 g of a material containing ca. 90% of the desired compound according to vapor phase chromatographic analysis were isolated. Starting materials: CC(=O)CC(C)C, O=C1Cc2cc(CCCl)ccc2N1, [I-], [Na+], [Na+], [Na+], O=C([O-])[O-], c1ccc2c(N3CCNCC3)nsc2c1. Yields the product Cl, O=C1Cc2cc(CCN3CCN(c4nsc5ccccc45)CC3)ccc2N1. RXN SMILES: [CH3:37][C:38]([CH2:39][CH:40]([CH3:41])[CH3:42])=[O:43].[Cl:16][CH2:17][CH2:18][c:19]1[cH:20][c:21]2[c:25]([cH:26][cH:27]1)[NH:24][C:23](=[O:28])[CH2:22]2.[I-:36].[Na+:29].[Na+:30].[Na+:35].[O-:31][C:32](=[O:33])[O-:34].[s:1]1[n:2][c:3]([N:10]2[CH2:11][CH2:12][NH:13][CH2:14][CH2:15]2)[c:4]2[c:5]1[cH:6][cH:7][cH:8][cH:9]2>>[ClH:16].[s:1]1[n:2][c:3]([N:10]2[CH2:11][CH2:12][N:13]([CH2:17][CH2:18][c:19]3[cH:20][c:21]4[c:25]([cH:26][cH:27]3)[NH:24][C:23](=[O:28])[CH2:22]4)[CH2:14][CH2:15]2)[c:4]2[c:5]1[cH:6][cH:7][cH:8][cH:9]2. Reactants: CN(C)S(=O)(=O)Cl, CN(C)c1ccncc1, CCN(C(C)C)C(C)C, CC(C)NCC1CN(S(=O)(=O)c2cccs2)CCN1c1ccc(C(C)(O)C(F)(F)F)cc1, c1ccncc1. Product: CC(C)N(CC1CN(S(=O)(=O)c2cccs2)CCN1c1ccc(C(C)(O)C(F)(F)F)cc1)S(=O)(=O)N(C)C. As a reaction SMILES: [CH3:42][N:43]([S:44](=[O:45])(=[O:46])[Cl:47])[CH3:48].[CH3:55][N:56]([CH3:57])[c:58]1[cH:59][cH:60][n:61][cH:62][cH:63]1.[CH:33]([N:34]([CH2:35][CH3:36])[CH:37]([CH3:38])[CH3:39])([CH3:40])[CH3:41].[F:1][C:2]([C:3]([CH3:4])([OH:5])[c:6]1[cH:7][cH:8][c:9]([N:12]2[CH:13]([CH2:26][NH:27][CH:28]([CH3:29])[CH3:30])[CH2:14][N:15]([S:18](=[O:19])(=[O:20])[c:21]3[s:22][cH:23][cH:24][cH:25]3)[CH2:16][CH2:17]2)[cH:10][cH:11]1)([F:31])[F:32].[cH:49]1[cH:50][cH:51][n:52][cH:53][cH:54]1>>[F:1][C:2]([C:3]([CH3:4])([OH:5])[c:6]1[cH:7][cH:8][c:9]([N:12]2[CH:13]([CH2:26][N:27]([CH:28]([CH3:29])[CH3:30])[S:44]([N:43]([CH3:42])[CH3:48])(=[O:45])=[O:46])[CH2:14][N:15]([S:18](=[O:19])(=[O:20])[c:21]3[s:22][cH:23][cH:24][cH:25]3)[CH2:16][CH2:17]2)[cH:10][cH:11]1)([F:31])[F:32]. The reactants are C(CCC)C1=NC2=C(N1S(=O)(=O)C1=CC=C(C=C1)OCCCBr)C=CC=C2 (2-n-butyl-1-(4-bromopropoxy-benzenesulphonyl) benzimidazole), C(CCC)N (n-butylamine), O (water). Run in CS(=O)C (dimethylsulphoxide). Run at time 17 hour. Yields the product C(CCC)C1=NC2=C(N1S(=O)(=O)C1=CC=C(C=C1)OCCCN(CCCC)CCCC)C=CC=C2 (2-n-Butyl-1-{4-[3-(di-n-butylamino) propyloxy]benzenesulphonyl}benzimidazole). Reaction SMILES: [CH2:1]([C:5]1[N:9]([S:10]([C:13]2[CH:18]=[CH:17][C:16]([O:19][CH2:20][CH2:21][CH2:22]Br)=[CH:15][CH:14]=2)(=[O:12])=[O:11])[C:8]2[CH:24]=[CH:25][CH:26]=[CH:27][C:7]=2[N:6]=1)[CH2:2][CH2:3][CH3:4].[CH2:28]([NH2:32])[CH2:29][CH2:30][CH3:31].O>CS(C)=O>[CH2:1]([C:5]1[N:9]([S:10]([C:13]2[CH:18]=[CH:17][C:16]([O:19][CH2:20][CH2:21][CH2:22][N:32]([CH2:5][CH2:1][CH2:2][CH3:3])[CH2:28][CH2:29][CH2:30][CH3:31])=[CH:15][CH:14]=2)(=[O:12])=[O:11])[C:8]2[CH:24]=[CH:25][CH:26]=[CH:27][C:7]=2[N:6]=1)[CH2:2][CH2:3][CH3:4]. Procedure details: To a solution of 0.0017 mol of 2-n-butyl-1-(4-bromopropoxy-benzenesulphonyl) benzimidazole in 15 ml of dimethylsulphoxide was added 0.0034 mol of n-butylamine. The reaction medium was allowed to stand for 17 hours at room-temperature and then poured into 50 ml of water. After extraction, the ethereal phase was dried and evaporated to dryness. The residue so obtained was purified by chromatography on a silica column (eluent: dichloromethane/ethyl acetate) to obtain an oil which was the desired pr... Run in C(Cl)Cl (DCM), O1CCOCC1 (dioxane). Yields the product C(CCC)C1=C(C=C(N=N1)OC[C@@H]1CNCC[C@H]1O)C1=CC=C(C=C1)OC1CCCCC1 ((±)-trans-3-[6-butyl-5-(4-cyclohexyloxy-phenyl)-pyridazin-3-yloxymethyl]-piperidin-4-ol). Reaction conditions: time 30 minute. The reactants are C(C)(C)(C)OC(=O)N1C[C@H]([C@@H](CC1)O)COC=1N=NC(=C(C1)C1=CC=C(C=C1)OC1CCCCC1)CCCC ((±)-trans-3-[6-butyl-5-(4-cyclohexyloxy-phenyl)-pyridazin-3-yloxymethyl]-4-hydroxy-piperidine-1-carboxylic acid tert-butyl ester), Cl (HCl). RXN SMILES: C(OC([N:8]1[CH2:13][CH2:12][C@@H:11]([OH:14])[C@H:10]([CH2:15][O:16][C:17]2[N:18]=[N:19][C:20]([CH2:36][CH2:37][CH2:38][CH3:39])=[C:21]([C:23]3[CH:28]=[CH:27][C:26]([O:29][CH:30]4[CH2:35][CH2:34][CH2:33][CH2:32][CH2:31]4)=[CH:25][CH:24]=3)[CH:22]=2)[CH2:9]1)=O)(C)(C)C.Cl>C(Cl)Cl.O1CCOCC1>[CH2:36]([C:20]1[N:19]=[N:18][C:17]([O:16][CH2:15][C@H:10]2[C@H:11]([OH:14])[CH2:12][CH2:13][NH:8][CH2:9]2)=[CH:22][C:21]=1[C:23]1[CH:28]=[CH:27][C:26]([O:29][CH:30]2[CH2:35][CH2:34][CH2:33][CH2:32][CH2:31]2)=[CH:25][CH:24]=1)[CH2:37][CH2:38][CH3:39]. Procedure details: To a stirred solution of (±)-trans-3-[6-butyl-5-(4-cyclohexyloxy-phenyl)-pyridazin-3-yloxymethyl]-4-hydroxy-piperidine-1-carboxylic acid tert-butyl ester (0.157 mmol, 0.85 g; Example 46) in DCM (1 mL) was added 4 N HCl in dioxane (4 mL) and continued stirring for 30 min at room temperature. The volatiles were removed under reduced pressure. The residue was washed with anhydrous ether and the solid was dried under high vacuum to provide (±)-trans-3-[6-butyl-5-(4-cyclohexyloxy-phenyl)-pyridazin-3-...